From a dataset of the Open Reaction Database (ORD), a public repository of structured organic reaction records. describe an organic reaction: reactants, conditions, products, and yield The reagents and catalysts are C1(=CC=C(C=C1)S(=O)(=O)O)C (p-toluenesulfonic acid). As a reaction SMILES: [CH3:1][O:2][C:3](=[O:12])[C:4]1[CH:9]=[CH:8][CH:7]=[C:6]([NH2:10])[C:5]=1[F:11].[Br:13][C:14]1[CH:15]=[C:16]([CH:19]=[CH:20][CH:21]=1)[CH:17]=O>C1(C)C=CC=CC=1.C1(C)C=CC(S(O)(=O)=O)=CC=1>[CH3:1][O:2][C:3](=[O:12])[C:4]1[CH:9]=[CH:8][CH:7]=[C:6]([N:10]=[CH:17][C:16]2[CH:19]=[CH:20][CH:21]=[C:14]([Br:13])[CH:15]=2)[C:5]=1[F:11]. Product: COC(C1=C(C(=CC=C1)N=CC1=CC(=CC=C1)Br)F)=O (3-[(3-bromo-benzylidene)-amino]-2-fluoro-benzoic acid methyl ester). Reactants: COC(C1=C(C(=CC=C1)N)F)=O (3-amino-2-fluoro-benzoic acid methyl ester), BrC=1C=C(C=O)C=CC1 (3-bromo-benzaldehyde). Isolated yield 100.0%. The solvent is C1(=CC=CC=C1)C (toluene). Procedure: To a stirred solution of 3-amino-2-fluoro-benzoic acid (25 g, 161 mmol) in methanol (300 mL) was added thionyl chloride (30 mL, 403 mmol) dropewise at 0° C. Then the mixture solution was refluxed for 12 hours before cooling to room temperature. Then the reaction mixture was concentrated in vacuo and the residue was dissolved in ethyl acetate (500 mL), washed with saturated aqueous sodium bicarbonate solution (3×100 mL), dried over anhydrous sodium sulfate and concentrated in vacuo to afford 3-am...